Dataset: the Open Reaction Database (ORD), a public repository of structured organic reaction records. Task: describe an organic reaction: reactants, conditions, products, and yield Reactants: COc1ccc(Br)cn1, CCOCC, O=Cc1ccc2c(c1)N(C1CCN(CCc3ccc(F)cc3)CC1)CC2. Yields the product COc1ccc(C(O)c2ccc3c(c2)N(C2CCN(CCc4ccc(F)cc4)CC2)CC3)cn1. RXN SMILES: [Br:1][c:2]1[cH:3][cH:4][c:5]([O:8][CH3:9])[n:6][cH:7]1.[CH3:36][CH2:37][O:38][CH2:39][CH3:40].[F:10][c:11]1[cH:12][cH:13][c:14]([CH2:15][CH2:16][N:17]2[CH2:18][CH2:19][CH:20]([N:23]3[CH2:24][CH2:25][c:26]4[cH:27][cH:28][c:29]([CH:32]=[O:33])[cH:30][c:31]43)[CH2:21][CH2:22]2)[cH:34][cH:35]1>>[c:2]1([CH:32]([c:29]2[cH:28][cH:27][c:26]3[c:31]([cH:30]2)[N:23]([CH:20]2[CH2:19][CH2:18][N:17]([CH2:16][CH2:15][c:14]4[cH:13][cH:12][c:11]([F:10])[cH:35][cH:34]4)[CH2:22][CH2:21]2)[CH2:24][CH2:25]3)[OH:33])[cH:3][cH:4][c:5]([O:8][CH3:9])[n:6][cH:7]1. Reactants: CC(=O)O (HOAc), COC=1C=C(C(=O)O)C=CC1CC1=CN(C2=CC=C(C=C12)NC(=O)OC1CCCC1)CC1=NC2=CC(=CC=C2C=C1)Cl (3-Methoxy-4-(5-cyclopentyloxycarbonylamino-1-(7-chloroquinolin-2-ylmethyl)indol-3-ylmethyl)benzoic acid), CC1=C(C=CC=C1)S(=O)(=O)N (2-methylbenzenesulfonamide), Cl.CN(CCCN=C=NCC)C (1-(3-dimethylaminopropyl)-3-ethylcarbodiimide hydrochloride). Reagents/catalysts: CN(C)C=1C=CN=CC1 (DMAP). Solvent: C(Cl)Cl (CH2Cl2). Run at time 8 hour. Yields the product COC=1C=C(C(=O)NS(=O)(=O)C2=C(C=CC=C2)C)C=CC1CC1=CN(C2=CC=C(C=C12)NC(=O)OC1CCCC1)CC1=NC2=CC(=CC=C2C=C1)Cl (N-(3-Methoxy-4-(5-cyclopentyloxycarbonylamino-1-(7-chloroquinolin-2-ylmethyl)indol-3-ylmethyl)benzoyl)-2-methylbenzenesulfonamide). Yield: 85.7%. Reaction SMILES: [CH3:1][O:2][C:3]1[CH:4]=[C:5]([CH:9]=[CH:10][C:11]=1[CH2:12][C:13]1[C:21]2[C:16](=[CH:17][CH:18]=[C:19]([NH:22][C:23]([O:25][CH:26]3[CH2:30][CH2:29][CH2:28][CH2:27]3)=[O:24])[CH:20]=2)[N:15]([CH2:31][C:32]2[CH:41]=[CH:40][C:39]3[C:34](=[CH:35][C:36]([Cl:42])=[CH:37][CH:38]=3)[N:33]=2)[CH:14]=1)[C:6](O)=[O:7].[CH3:43][C:44]1[CH:49]=[CH:48][CH:47]=[CH:46][C:45]=1[S:50]([NH2:53])(=[O:52])=[O:51].Cl.CN(C)CCCN=C=NCC.CC(O)=O>C(Cl)Cl.CN(C1C=CN=CC=1)C>[CH3:1][O:2][C:3]1[CH:4]=[C:5]([CH:9]=[CH:10][C:11]=1[CH2:12][C:13]1[C:21]2[C:16](=[CH:17][CH:18]=[C:19]([NH:22][C:23]([O:25][CH:26]3[CH2:30][CH2:29][CH2:28][CH2:27]3)=[O:24])[CH:20]=2)[N:15]([CH2:31][C:32]2[CH:41]=[CH:40][C:39]3[C:34](=[CH:35][C:36]([Cl:42])=[CH:37][CH:38]=3)[N:33]=2)[CH:14]=1)[C:6]([NH:53][S:50]([C:45]1[CH:46]=[CH:47][CH:48]=[CH:49][C:44]=1[CH3:43])(=[O:52])=[O:51])=[O:7] |f:2.3|. Procedure details: To a solution the acid from Step 4 (159 mg) and 2-methylbenzenesulfonamide (70 mg) in CH2Cl2 (3 ml) was added successively 1-(3-dimethylaminopropyl)-3-ethylcarbodiimide hydrochloride (78 mg) and DMAP (50 mg). After stirring at r.t. overnight, HOAc (200 μl) was added and the mixture was concentrated. Chromatography of the residue using EtOAc/hexane (2:3) containing 1% HOAc afforded 172 mg of the title compound. Starting materials: CCCc1c(CNC)ccc2ccccc12, CNCc1sc2ccccc2c1C, CN1CC(=O)Nc2ncc(C=CC(=O)O)cc2C1, CO, Cl, Cl, O=C(O)C=Cc1cnc2c(c1)CN1CCCC1C(=O)N2. Product: Cc1c(CN(C)C(=O)C=Cc2cnc3c(c2)CN2CCCC2C(=O)N3)sc2ccccc12, Cl. Reaction SMILES: [CH3:14][NH:15][CH2:16][c:17]1[cH:18][cH:19][c:20]2[c:21]([cH:22][cH:23][cH:24][cH:25]2)[c:26]1[CH2:27][CH2:28][CH3:29].[CH3:1][NH:2][CH2:3][c:4]1[c:5]([CH3:13])[c:6]2[c:7]([s:8]1)[cH:9][cH:10][cH:11][cH:12]2.[CH3:52][N:53]1[CH2:54][c:55]2[cH:56][c:57]([CH:58]=[CH:59][C:60]([OH:61])=[O:62])[cH:63][n:64][c:65]2[NH:66][C:67](=[O:68])[CH2:69]1.[CH3:70][OH:71].[ClH:30].[ClH:51].[O:31]=[C:32]1[NH:33][c:34]2[c:35]([cH:42][c:43]([CH:46]=[CH:47][C:48](=[O:49])[OH:50])[cH:44][n:45]2)[CH2:36][N:37]2[CH2:38][CH2:39][CH2:40][CH:41]12>>[CH3:1][N:2]([CH2:3][c:4]1[c:5]([CH3:13])[c:6]2[c:7]([s:8]1)[cH:9][cH:10][cH:11][cH:12]2)[C:48]([CH:47]=[CH:46][c:43]1[cH:42][c:35]2[c:34]([n:45][cH:44]1)[NH:33][C:32](=[O:31])[CH:41]1[N:37]([CH2:36]2)[CH2:38][CH2:39][CH2:40]1)=[O:49].[ClH:30]. The reactants are C#CCNC(=O)OC(C)(C)C, CC#N, [Cu]I, Cc1ccc(Oc2ccc(Nc3ncnc(I)c3N)cc2C)cn1, I. Product: Cc1ccc(Oc2ccc(Nc3ncnc(C#CCNC(=O)OC(C)(C)C)c3N)cc2C)cn1. RXN SMILES: [CH2:26]([C:27]#[CH:28])[NH:29][C:30]([O:31][C:32]([CH3:33])([CH3:34])[CH3:35])=[O:36].[CH3:37][C:38]#[N:39].[Cu:40][I:41].[I:2][c:3]1[c:4]([NH2:25])[c:5]([NH:9][c:10]2[cH:11][c:12]([CH3:24])[c:13]([O:16][c:17]3[cH:18][n:19][c:20]([CH3:23])[cH:21][cH:22]3)[cH:14][cH:15]2)[n:6][cH:7][n:8]1.[IH:1]>>[c:3]1([C:28]#[C:27][CH2:26][NH:29][C:30]([O:31][C:32]([CH3:33])([CH3:34])[CH3:35])=[O:36])[c:4]([NH2:25])[c:5]([NH:9][c:10]2[cH:11][c:12]([CH3:24])[c:13]([O:16][c:17]3[cH:18][n:19][c:20]([CH3:23])[cH:21][cH:22]3)[cH:14][cH:15]2)[n:6][cH:7][n:8]1. Starting materials: C1(=CC=CC=C1)C=1C(=NC=2N(C1)N=CC2C=C)C2=CC=C(C=O)C=C2 (4-(6-phenyl-3-vinylpyrazolo[1,5-a]pyrimidin-5-yl)benzaldehyde). The reagents and catalysts are [Pd] (Pd/C). The solvent is C1CCOC1 (THF), C(C)O (ethanol). Run at time 1.5 hour. The product is C(C)C=1C=NN2C1N=C(C(=C2)C2=CC=CC=C2)C2=CC=C(C=O)C=C2 (4-(3-Ethyl-6-phenylpyrazolo[1,5-a]pyrimidin-5-yl)benzaldehyde). Reaction SMILES: [C:1]1([C:7]2[C:8]([C:18]3[CH:25]=[CH:24][C:21]([CH:22]=[O:23])=[CH:20][CH:19]=3)=[N:9][C:10]3[N:11]([N:13]=[CH:14][C:15]=3[CH:16]=[CH2:17])[CH:12]=2)[CH:6]=[CH:5][CH:4]=[CH:3][CH:2]=1>C1COCC1.C(O)C.[Pd]>[CH2:16]([C:15]1[CH:14]=[N:13][N:11]2[CH:12]=[C:7]([C:1]3[CH:2]=[CH:3][CH:4]=[CH:5][CH:6]=3)[C:8]([C:18]3[CH:19]=[CH:20][C:21]([CH:22]=[O:23])=[CH:24][CH:25]=3)=[N:9][C:10]=12)[CH3:17]. Procedure: 275 mg 4-(6-phenyl-3-vinylpyrazolo[1,5-a]pyrimidin-5-yl)benzaldehyde is dissolved in 10 ml THF and 10 ml ethanol. Pd/C (10% w/w) is added and stirred under H2-atmosphere at room temperature for 1.5 h. The mixture is filtrated over kieselgur. The filtrate is concentrated and the residue is purified by chromatography on silica gel (dichloromethane/ethyl acetate) to yield the desired compound. Starting materials: C(C)OC(CNC1=NC=CC=C1NC(C1=C(C=CC=C1)Cl)=O)=O (N-[3-[(2-chlorobenzoyl)amino]-2-pyridinyl]glycine ethyl ester), [O-][Si](=O)[O-].[Mg+2] (Florisil). Solvent: C(Cl)Cl (methylene chloride). Yields the product C(C)OC(CN1C(=NC=2C1=NC=CC2)C2=C(C=CC=C2)Cl)=O (2-(2-Chlorophenyl)-3H-imidazo[4,5-b]pyridine-3-acetic acid ethyl ester). The yield is 11.0%. Reaction SMILES: [CH2:1]([O:3][C:4](=[O:23])[CH2:5][NH:6][C:7]1[C:12]([NH:13][C:14](=O)[C:15]2[CH:20]=[CH:19][CH:18]=[CH:17][C:16]=2[Cl:21])=[CH:11][CH:10]=[CH:9][N:8]=1)[CH3:2].[O-][Si]([O-])=O.[Mg+2]>C(Cl)Cl>[CH2:1]([O:3][C:4](=[O:23])[CH2:5][N:6]1[C:7]2=[N:8][CH:9]=[CH:10][CH:11]=[C:12]2[N:13]=[C:14]1[C:15]1[CH:20]=[CH:19][CH:18]=[CH:17][C:16]=1[Cl:21])[CH3:2] |f:1.2|. Reported procedure: Solid N-[3-[(2-chlorobenzoyl)amino]-2-pyridinyl]glycine ethyl ester, 15.0 g (0.045 mole) was heated in a Wood's metal bath at 210°-20° C. for 9 minutes. The residue was dissolved in methylene chloride, treated with Florisil® (90 g), and filtered. The filtrate was treated with decolorizing charcoal and filtered through a Celite pad to give a yellow filtrate. The filtrate was evaporated to an oil, which crystallized upon standing. The solid (3.0 g) was recrystallized from petroleum ether-tetrahydr... Reactants: C(C)OC(=O)C=1C=NN(C1C)C1=C(C=C(C=C1Cl)C(F)(F)F)Cl (1-[2,6-dichloro-4-(trifluoromethyl)phenyl]-5-methyl-1H-pyrazole-4-carboxylic acid ethyl ester), aqueous solution, [OH-].[Na+] (sodium hydroxide). The solvent is O1CCCC1 (tetrahydrofuran), CO (methanol). Yields the product ClC1=C(C(=CC(=C1)C(F)(F)F)Cl)N1N=CC(=C1C)C(=O)O (1-[2,6-Dichloro-4-(trifluoromethyl)phenyl]-5-methyl-1H-pyrazole-4-carboxylic acid). Yield: 90.8%. As a reaction SMILES: C([O:3][C:4]([C:6]1[CH:7]=[N:8][N:9]([C:12]2[C:17]([Cl:18])=[CH:16][C:15]([C:19]([F:22])([F:21])[F:20])=[CH:14][C:13]=2[Cl:23])[C:10]=1[CH3:11])=[O:5])C.[OH-].[Na+]>O1CCCC1.CO>[Cl:18][C:17]1[CH:16]=[C:15]([C:19]([F:22])([F:20])[F:21])[CH:14]=[C:13]([Cl:23])[C:12]=1[N:9]1[C:10]([CH3:11])=[C:6]([C:4]([OH:5])=[O:3])[CH:7]=[N:8]1 |f:1.2|. Procedure details: To a solution of 1-[2,6-dichloro-4-(trifluoromethyl)phenyl]-5-methyl-1H-pyrazole-4-carboxylic acid ethyl ester (5.83 g) in tetrahydrofuran (20 ml) and methanol (20 ml) was added 4 N aqueous solution of sodium hydroxide (30 ml), and stirred at room temperature. After completion of the reaction, the solvent was evaporated, to the aqueous layer was added concentrated hydrochloric acid under ice-cooling to adjust the layer to pH 5, the precipitated solid was collected by filtration, and dried at 60°... The reactants are C1(=CC=CC=C1)[C@H](C)NC1=NC=CC(=N1)N1C=NC2=C1C=CC(=C2)N (2-[(S)-1-phenylethylamino]-4-[5-aminobenzimidazol-1-yl]pyrimidine), C(C)(C)N(CC)C(C)C (diisopropylethylamine), Cl.BrC1=CC=NC=C1 (4-bromopyridine hydrochloride), C(C)(C)N(CC)C(C)C (Diisopropylethylamine), Cl.BrC1=CC=NC=C1 (4-bromopyridine hydrochloride). Run in CN(C)C=O (DMF). Reaction conditions: temperature 100 celsius. Product: C1(=CC=CC=C1)[C@H](C)NC1=NC=CC(=N1)N1C=NC2=C1C=CC(=C2)NC2=CC=NC=C2 (2-[(S)-1-phenylethylamino]-4-[5-(pyridin-4-yl)aminobenzimidazol-1-yl]pyrimidine). Isolated yield 8.1%. RXN SMILES: [C:1]1([C@@H:7]([NH:9][C:10]2[N:15]=[C:14]([N:16]3[C:20]4[CH:21]=[CH:22][C:23]([NH2:25])=[CH:24][C:19]=4[N:18]=[CH:17]3)[CH:13]=[CH:12][N:11]=2)[CH3:8])[CH:6]=[CH:5][CH:4]=[CH:3][CH:2]=1.C(N(C(C)C)CC)(C)C.Cl.Br[C:37]1[CH:42]=[CH:41][N:40]=[CH:39][CH:38]=1>CN(C=O)C>[C:1]1([C@@H:7]([NH:9][C:10]2[N:15]=[C:14]([N:16]3[C:20]4[CH:21]=[CH:22][C:23]([NH:25][C:37]5[CH:42]=[CH:41][N:40]=[CH:39][CH:38]=5)=[CH:24][C:19]=4[N:18]=[CH:17]3)[CH:13]=[CH:12][N:11]=2)[CH3:8])[CH:2]=[CH:3][CH:4]=[CH:5][CH:6]=1 |f:2.3|. Procedure details: 2-[(S)-1-phenylethylamino]-4-[5-aminobenzimidazol-1-yl]pyrimidine (49.8 mg) was dissolved in DMF (2 mL). Diisopropylethylamine (79 μL) and 4-bromopyridine hydrochloride (43.2 mg) were added, and the mixture left heating overnight at 100° C. After 17 h added more diisopropylethylamine (79 μL) and 4-bromopyridine hydrochloride (40.2 mg) and continued heating at 100° C. for another 24 h. The volatiles were removed in vacuo and the residue purified on silica gel (2-5%(2M NH3 in MeOH)/CH2Cl2) to yiel... The reactants are C(=O)=O.CC(=O)C (dry ice acetone), C(C)(C)(C)SC1=CC=C(N)C=C1 (4-tert-butylthioaniline), BrN1C(CCC1=O)=O (N-bromosuccinimide). The solvent is C(Cl)Cl (methylene chloride), C(Cl)Cl (methylene chloride). Conditions: time 8 hour. The product is C(C)(C)(C)SC1=CC(=C(N)C=C1)Br (4-Tert-butylthio-2-bromoaniline). RXN SMILES: C(=O)=O.CC(C)=O.[C:8]([S:12][C:13]1[CH:19]=[CH:18][C:16]([NH2:17])=[CH:15][CH:14]=1)([CH3:11])([CH3:10])[CH3:9].[Br:20]N1C(=O)CCC1=O>C(Cl)Cl>[C:8]([S:12][C:13]1[CH:14]=[CH:15][C:16]([NH2:17])=[C:18]([Br:20])[CH:19]=1)([CH3:11])([CH3:9])[CH3:10] |f:0.1|. Procedure: To a cold (dry ice - acetone bath) stirred solution of 4-tert-butylthioaniline (25.6 g., 0.14 mole) in methylene chloride is added a slurry of N-bromosuccinimide (25.0 g., 0.14 mole) in methylene chloride in three equal portions. The reaction is allowed to come to room temperature with stirring overnight. The methylene chloride solution is washed with dilute aqueous sodium carbonate and water and then evaporated to give the desired product as a brown oil. Starting materials: Cl.ClCC=1C=C2C=CC=NC2=CC1 (6-(chloromethyl)quinoline hydrochloride), N1=CC=CC2=CC(=CC=C12)CO (quinolin-6-yl methanol), COC=1C=C2C=C(N=C(C2=CC1OC)C)O (6,7-dimethoxy-1-methylisoquinolin-3-ol), COC=1C=C2C=C(N=C(C2=CC1OC)C)O (6,7-Dimethoxy-1-methylisoquinolin-3-ol), [OH-].[K+] (KOH). Solvent: O=S(Cl)Cl (SOCl2), COCCOC (DME). Conditions: temperature 115 celsius, time 25 minute. Yields the product COC=1C=C2C(=C(N=C(C2=CC1OC)C)O)CC=1C=C2C=CC=NC2=CC1 (6,7-dimethoxy-1-methyl-4-(quinolin-6-ylmethyl)isoquinolin-3-ol). Reaction SMILES: [CH3:1][O:2][C:3]1[CH:4]=[C:5]2[C:10](=[CH:11][C:12]=1[O:13][CH3:14])[C:9]([CH3:15])=[N:8][C:7]([OH:16])=[CH:6]2.[OH-].[K+].Cl.Cl[CH2:21][C:22]1[CH:23]=[C:24]2[C:29](=[CH:30][CH:31]=1)[N:28]=[CH:27][CH:26]=[CH:25]2.N1C2C(=CC(CO)=CC=2)C=CC=1>COCCOC.O=S(Cl)Cl>[CH3:1][O:2][C:3]1[CH:4]=[C:5]2[C:10](=[CH:11][C:12]=1[O:13][CH3:14])[C:9]([CH3:15])=[N:8][C:7]([OH:16])=[C:6]2[CH2:21][C:22]1[CH:23]=[C:24]2[C:29](=[CH:30][CH:31]=1)[N:28]=[CH:27][CH:26]=[CH:25]2 |f:1.2,3.4|. Reported procedure: To a solution of 6,7-dimethoxy-1-methylisoquinolin-3-ol CCH 18060 (200 mg, 0.912 mmol) in DME (5 mL) in a 10 mL microwave vial equipped with a magnetic stirrer was added a 2 N aq. KOH solution (0.95 mL, 1.90 mmol) at RT followed by 6-(chloromethyl)quinoline hydrochloride (234 mg, 1.093 mmol, prepared by stirring quinolin-6-yl methanol (330 mg) in SOCl2 (1 mL) for 1 h at RT, then concentration under vacuum and repeated coevaporation with CH2Cl2 and the mixture was stirred at 115° C. for 25 min un...